From a dataset of the Open Reaction Database (ORD), a public repository of structured organic reaction records. describe an organic reaction: reactants, conditions, products, and yield Reactants: C(C)=O (Acetaldehyde), C(C)(=O)O (acetic acid), C(C)(=O)O[BH-](OC(C)=O)OC(C)=O.[Na+] (sodium triacetoxyborohydride), OC1=C(C(=O)NC2=C(C(=O)OC(C)(C)C)C=CC(=C2)C2=CC=CC=C2)C=C(C=C1)C1CCNCC1 (tert-butyl 2-(2-hydroxy-5-(piperidin-4-yl)benzamido)-4-phenylbenzoate), C(C)=O (Acetaldehyde), C(C)(=O)O[BH-](OC(C)=O)OC(C)=O.[Na+] (sodium triacetoxyborohydride). Solvent: C(Cl)Cl (methylene chloride). Conditions: time 1 hour. Yields the product C(C)N1CCC(CC1)C=1C=CC(=C(C(=O)NC2=C(C(=O)OC(C)(C)C)C=CC(=C2)C2=CC=CC=C2)C1)O (tert-butyl 2-(5-(1-ethylpiperidin-4-yl)-2-hydroxybenzamido)-4-phenylbenzoate). As a reaction SMILES: [CH:1](=O)[CH3:2].C(O)(=O)C.C(O[BH-](OC(=O)C)OC(=O)C)(=O)C.[Na+].[OH:22][C:23]1[CH:50]=[CH:49][C:48]([CH:51]2[CH2:56][CH2:55][NH:54][CH2:53][CH2:52]2)=[CH:47][C:24]=1[C:25]([NH:27][C:28]1[CH:40]=[C:39]([C:41]2[CH:46]=[CH:45][CH:44]=[CH:43][CH:42]=2)[CH:38]=[CH:37][C:29]=1[C:30]([O:32][C:33]([CH3:36])([CH3:35])[CH3:34])=[O:31])=[O:26]>C(Cl)Cl>[CH2:1]([N:54]1[CH2:53][CH2:52][CH:51]([C:48]2[CH:49]=[CH:50][C:23]([OH:22])=[C:24]([CH:47]=2)[C:25]([NH:27][C:28]2[CH:40]=[C:39]([C:41]3[CH:46]=[CH:45][CH:44]=[CH:43][CH:42]=3)[CH:38]=[CH:37][C:29]=2[C:30]([O:32][C:33]([CH3:36])([CH3:35])[CH3:34])=[O:31])=[O:26])[CH2:56][CH2:55]1)[CH3:2] |f:2.3|. Procedure details: Acetaldehyde (0.016 mL), acetic acid (0.024 mL), and sodium triacetoxyborohydride (0.11 g) were sequentially added to a methylene chloride (1.0 mL) suspension of tert-butyl 2-(2-hydroxy-5-(piperidin-4-yl)benzamido)-4-phenylbenzoate (0.10 g), followed by stirring at room temperature for 1 hour. Acetaldehyde (0.016 mL) and sodium triacetoxyborohydride (0.11 g) were sequentially added to the reaction mixture, followed by stirring at room temperature for 2 hours. The solvent was evaporated under red... Starting materials: ClC1=C(C=NC=C1)S(=O)(=O)N(COCC[Si](C)(C)C)C1=NC=C(N=C1OC)C (4-chloro-N-(3-methoxy-5-methylpyrazin-2-yl)-N-[2(trimethylsilyl) ethoxymethyl]pyridine-3-sulphonamide), C(C(C)C)C1=CC=C(C=C1)B(O)O (4-isobutylphenylboronic acid), C1(=CC=CC=C1)C (toluene), C([O-])([O-])=O.[Na+].[Na+] (sodium carbonate). The reagents and catalysts are C=1C=CC(=CC1)[P](C=2C=CC=CC2)(C=3C=CC=CC3)[Pd]([P](C=4C=CC=CC4)(C=5C=CC=CC5)C=6C=CC=CC6)([P](C=7C=CC=CC7)(C=8C=CC=CC8)C=9C=CC=CC9)[P](C=1C=CC=CC1)(C=1C=CC=CC1)C=1C=CC=CC1 (Tetrakis(triphenylphosphine)palladium(0)). The solvent is C(C)O (ethanol), CCOCC (Ether). Yields the product C(C(C)C)C1=CC=C(C=C1)C1=C(C=NC=C1)S(=O)(=O)N(COCC[Si](C)(C)C)C1=NC=C(N=C1OC)C (4-(4-isobutylphenyl)-N-(3-methoxy-5-methylpyrazin-2-yl)-N-[2-(trimethylsilyl)ethoxymethyl]-pyridine-3-sulphonamide). The yield is 77.6%. RXN SMILES: Cl[C:2]1[CH:7]=[CH:6][N:5]=[CH:4][C:3]=1[S:8]([N:11]([C:20]1[C:25]([O:26][CH3:27])=[N:24][C:23]([CH3:28])=[CH:22][N:21]=1)[CH2:12][O:13][CH2:14][CH2:15][Si:16]([CH3:19])([CH3:18])[CH3:17])(=[O:10])=[O:9].[CH2:29]([C:33]1[CH:38]=[CH:37][C:36](B(O)O)=[CH:35][CH:34]=1)[CH:30]([CH3:32])[CH3:31].C1(C)C=CC=CC=1.C(=O)([O-])[O-].[Na+].[Na+]>C1C=CC([P]([Pd]([P](C2C=CC=CC=2)(C2C=CC=CC=2)C2C=CC=CC=2)([P](C2C=CC=CC=2)(C2C=CC=CC=2)C2C=CC=CC=2)[P](C2C=CC=CC=2)(C2C=CC=CC=2)C2C=CC=CC=2)(C2C=CC=CC=2)C2C=CC=CC=2)=CC=1.CCOCC.C(O)C>[CH2:29]([C:33]1[CH:38]=[CH:37][C:36]([C:2]2[CH:7]=[CH:6][N:5]=[CH:4][C:3]=2[S:8]([N:11]([C:20]2[C:25]([O:26][CH3:27])=[N:24][C:23]([CH3:28])=[CH:22][N:21]=2)[CH2:12][O:13][CH2:14][CH2:15][Si:16]([CH3:19])([CH3:18])[CH3:17])(=[O:10])=[O:9])=[CH:35][CH:34]=1)[CH:30]([CH3:32])[CH3:31] |f:3.4.5,^1:58,60,79,98|. Procedure: Tetrakis(triphenylphosphine)palladium(0) (0.018 g) was added to a deoxygenated mixture of 4-chloro-N-(3-methoxy-5-methylpyrazin-2-yl)-N-[2(trimethylsilyl) ethoxymethyl]pyridine-3-sulphonamide (0.225 g), 4-isobutylphenylboronic acid (0.109 g), toluene (4 ml), ethanol (2 ml) and 2M sodium carbonate solution (6 ml) and the mixture was stirred and heated under reflux for 18 hours. Ether (25 ml) was added and the mixture was washed with water (2×25 ml) and saturated sodium chloride solution. Aqueous ...